Dataset: the Open Reaction Database (ORD), a public repository of structured organic reaction records. Task: describe an organic reaction: reactants, conditions, products, and yield Reactants: OCCN[C@]12[C@@H]([C@H]3CC[C@@H]4[C@]5(CC=C(C([C@@H]5CC[C@]4([C@@]3(CC1)C)C)(C)C)C1=CC=C(C(=O)OC)C=C1)C)[C@@H](CC2)C(=C)C (methyl 4-((1R,3aS,5aR,5bR,7aR,11aS,11bR,13aR,13bR)-3a-((2-hydroxyethyl)amino)-5a,5b,8,8,11a-pentamethyl-1-(prop-1-en-2-yl)-2,3,3a,4,5,5a,5b,6,7,7a,8,11,11a,11b,12,13,13a,13b-octadecahydro-1H-cyclopenta[a]chrysen-9-yl)benzoate), S(=O)(Cl)Cl (thionyl chloride). Run in ClC(C)Cl (dichloroethane). Run at temperature 60 celsius. Product: ClCCN[C@]12[C@@H]([C@H]3CC[C@@H]4[C@]5(CC=C(C([C@@H]5CC[C@]4([C@@]3(CC1)C)C)(C)C)C1=CC=C(C(=O)OC)C=C1)C)[C@@H](CC2)C(=C)C (methyl 4-((1R,3aS,5aR,5bR,7aR,11aS,11bR,13aR,13bR)-3a-((2-chloroethyl)amino)-5a,5b,8,8,11a-pentamethyl-1-(prop-1-en-2-yl)-2,3,3a,4,5,5a,5b,6,7,7a,8,11,11a,11b,12,13,13a,13b-octadecahydro-1H-cyclopenta[a]chrysen-9-yl)benzoate). The yield is 90.0%. Reaction SMILES: O[CH2:2][CH2:3][NH:4][C@:5]12[CH2:40][CH2:39][C@@H:38]([C:41]([CH3:43])=[CH2:42])[C@@H:6]1[C@@H:7]1[C@@:20]([CH3:23])([CH2:21][CH2:22]2)[C@@:19]2([CH3:24])[C@@H:10]([C@:11]3([CH3:37])[C@@H:16]([CH2:17][CH2:18]2)[C:15]([CH3:26])([CH3:25])[C:14]([C:27]2[CH:36]=[CH:35][C:30]([C:31]([O:33][CH3:34])=[O:32])=[CH:29][CH:28]=2)=[CH:13][CH2:12]3)[CH2:9][CH2:8]1.S(Cl)([Cl:46])=O>ClC(Cl)C>[Cl:46][CH2:2][CH2:3][NH:4][C@:5]12[CH2:40][CH2:39][C@@H:38]([C:41]([CH3:43])=[CH2:42])[C@@H:6]1[C@@H:7]1[C@@:20]([CH3:23])([CH2:21][CH2:22]2)[C@@:19]2([CH3:24])[C@@H:10]([C@:11]3([CH3:37])[C@@H:16]([CH2:17][CH2:18]2)[C:15]([CH3:26])([CH3:25])[C:14]([C:27]2[CH:36]=[CH:35][C:30]([C:31]([O:33][CH3:34])=[O:32])=[CH:29][CH:28]=2)=[CH:13][CH2:12]3)[CH2:9][CH2:8]1. Procedure: A mixture of methyl 4-((1R,3aS,5aR,5bR,7aR,11aS,11bR,13aR,13bR)-3a-((2-hydroxyethyl)amino)-5a,5b,8,8,11a-pentamethyl-1-(prop-1-en-2-yl)-2,3,3a,4,5,5a,5b,6,7,7a,8,11,11a,11b,12,13,13a,13b-octadecahydro-1H-cyclopenta[a]chrysen-9-yl)benzoate (1400 mg, 2.381 mmol) and thionyl chloride (1.738 mL, 23.81 mmol) in dichloroethane (15 mL) was heated to 60° C. for 2 h. The reaction mixture was concentrated under reduced pressure to provide the desired product as a brown solid (1.3 g, 90%), which was taken ... Starting materials: C1(=CC=CC=C1)N(C1=CC=CC=C1)C1=CC=C(C=O)C=C1 (4-(N,N-diphenylamino)benzaldehyde), [H-].[Na+] (sodium hydride), COCCOC (1,2-dimethoxyethane), alcohol, [Br-].C[PH+](C)C (trimethylphosphonium bromide). Reaction conditions: time 4 hour. Product: C(=C)C1=C(C=CC=C1)N(C1=CC=CC=C1)C1=CC=CC=C1 (vinyltriphenylamine). Isolated yield 84.0%. As a reaction SMILES: [H-].[Na+].[Br-].C[PH+](C)C.[C:8]1([N:14]([C:21]2[CH:28]=[CH:27][C:24](C=O)=[CH:23][CH:22]=2)[C:15]2[CH:20]=[CH:19][CH:18]=[CH:17][CH:16]=2)[CH:13]=[CH:12][CH:11]=[CH:10][CH:9]=1.CO[CH2:31][CH2:32]OC>>[CH:31]([C:22]1[CH:23]=[CH:24][CH:27]=[CH:28][C:21]=1[N:14]([C:15]1[CH:20]=[CH:19][CH:18]=[CH:17][CH:16]=1)[C:8]1[CH:13]=[CH:12][CH:11]=[CH:10][CH:9]=1)=[CH2:32] |f:0.1,2.3|. Procedure: Into a three-necked flask, 14.6 g of sodium hydride and 700 ml of 1,2-dimethoxyethane were placed, and 130.8 g of trimethylphosphonium bromide was added thereto with stirring at room temperature. Next, after a drop of absolute alcohol was added, the reaction was allowed to proceed at 70° C. for 4 hours. Then, 100 g of 4-(N,N-diphenylamino)benzaldehyde was added thereto, and the temperature was raised to 70° C. to carry out reaction for 5 hours. The resulting reaction solution was filtered, and t... Reactants: N#Cc1ccccc1-c1ccc(CBr)cc1, O=C([O-])[O-], CCc1cc2c(=O)n(CC(=O)OC)c(=O)[nH]c2s1, CC#N, [K+], [K+]. The product is CCc1cc2c(=O)n(CC(=O)OC)c(=O)n(Cc3ccc(-c4ccccc4C#N)cc3)c2s1. Reaction SMILES: [Br:19][CH2:20][c:21]1[cH:22][cH:23][c:24](-[c:27]2[c:28]([C:33]#[N:34])[cH:29][cH:30][cH:31][cH:32]2)[cH:25][cH:26]1.[C:35](=[O:36])([O-:37])[O-:38].[CH2:1]([CH3:2])[c:3]1[cH:4][c:5]2[c:6]([nH:7][c:8](=[O:17])[n:9]([CH2:12][C:13](=[O:14])[O:15][CH3:16])[c:10]2=[O:11])[s:18]1.[CH3:41][C:42]#[N:43].[K+:39].[K+:40]>>[CH2:1]([CH3:2])[c:3]1[cH:4][c:5]2[c:6]([n:7]([CH2:20][c:21]3[cH:22][cH:23][c:24](-[c:27]4[c:28]([C:33]#[N:34])[cH:29][cH:30][cH:31][cH:32]4)[cH:25][cH:26]3)[c:8](=[O:17])[n:9]([CH2:12][C:13](=[O:14])[O:15][CH3:16])[c:10]2=[O:11])[s:18]1.